From a dataset of the Open Reaction Database (ORD), a public repository of structured organic reaction records. describe an organic reaction: reactants, conditions, products, and yield The reactants are C1CCOC1, CO, [H][H], CC(C)(C)OC(=O)N(C(=O)OC(C)(C)C)c1nccc2cc([N+](=O)[O-])ccc12. Product: CC(C)(C)OC(=O)N(C(=O)OC(C)(C)C)c1nccc2cc(N)ccc12. RXN SMILES: [CH2:33]1[O:34][CH2:35][CH2:36][CH2:37]1.[CH3:31][OH:32].[H:29][H:30].[N+:1]([O-:2])(=[O:3])[c:4]1[cH:5][c:6]2[cH:7][cH:8][n:9][c:10]([N:14]([C:15](=[O:16])[O:17][C:18]([CH3:19])([CH3:20])[CH3:21])[C:22](=[O:23])[O:24][C:25]([CH3:26])([CH3:27])[CH3:28])[c:11]2[cH:12][cH:13]1>>[NH2:1][c:4]1[cH:5][c:6]2[cH:7][cH:8][n:9][c:10]([N:14]([C:15](=[O:16])[O:17][C:18]([CH3:19])([CH3:20])[CH3:21])[C:22](=[O:23])[O:24][C:25]([CH3:26])([CH3:27])[CH3:28])[c:11]2[cH:12][cH:13]1. The reactants are C(O)([O-])=O.[Na+] (sodium hydrogen carbonate), Cl.OC1[C@H](N)[C@@H](O)[C@H](O)[C@H](O1)CO (D-glucosamine hydrochloride), ClC(COC(=O)Cl)(Cl)Cl (trichloroethoxycarbonyl chloride). Solvent: O (water). Conditions: time 11 hour. Product: ClC(COC(=O)N[C@H]1C(O)O[C@@H]([C@H]([C@@H]1O)O)CO)(Cl)Cl (N-trichloroethoxycarbonyl-D-glucosamine). Reaction SMILES: Cl.[OH:2][CH:3]1[O:11][C@H:10]([CH2:12][OH:13])[C@@H:8]([OH:9])[C@H:6]([OH:7])[C@H:4]1[NH2:5].C(=O)([O-])O.[Na+].[Cl:19][C:20]([Cl:27])([Cl:26])[CH2:21][O:22][C:23](Cl)=[O:24]>O>[Cl:19][C:20]([Cl:27])([Cl:26])[CH2:21][O:22][C:23]([NH:5][C@@H:4]1[C@@H:6]([OH:7])[C@H:8]([OH:9])[C@@H:10]([CH2:12][OH:13])[O:11][CH:3]1[OH:2])=[O:24] |f:0.1,2.3|. Procedure details: Thirty grams of D-glucosamine hydrochloride was dissolved in 500 ml of water, and 30.0 g of sodium hydrogen carbonate was added thereto, followed by cooling in an ice bath. To the cooled solution was added 27.5 ml of trichloroethoxycarbonyl chloride, and the mixture was stirred under ice-cooling for 2 hours and then at room temperature for 11 hours. The precipitate was collected by filtration, washed successively with water and diethyl ether, and recrystallized from 95% ethanol to obtain 42.3 g ... Reaction SMILES: [C:1]([O:4][C@H:5]1[C@H:10]([O:11][C:12](=[O:14])[CH3:13])[C@@H:9]([O:15][C:16](=[O:18])[CH3:17])[C@H:8]([C:19]2[CH:24]=[CH:23][C:22]([CH2:25][O:26][Si](C(C)C)(C(C)C)C(C)C)=[C:21]([CH:37]([C:49]3[CH:54]=[CH:53][C:52]([CH2:55][CH3:56])=[CH:51][CH:50]=3)[O:38][Si](C(C)C)(C(C)C)C(C)C)[CH:20]=2)[O:7][C@@H:6]1[CH2:57][O:58][C:59](=[O:61])[CH3:60])(=[O:3])[CH3:2].[F-].C([N+](CCCC)(CCCC)CCCC)CCC>O1CCCC1>[C:1]([O:4][C@H:5]1[C@H:10]([O:11][C:12](=[O:14])[CH3:13])[C@@H:9]([O:15][C:16](=[O:18])[CH3:17])[C@H:8]([C:19]2[CH:24]=[CH:23][C:22]([CH2:25][OH:26])=[C:21]([CH:37]([C:49]3[CH:54]=[CH:53][C:52]([CH2:55][CH3:56])=[CH:51][CH:50]=3)[OH:38])[CH:20]=2)[O:7][C@@H:6]1[CH2:57][O:58][C:59](=[O:61])[CH3:60])(=[O:3])[CH3:2] |f:1.2|. The solvent is O1CCCC1 (tetrahydrofuran). The yield is 89.1%. Starting materials: C(C)(=O)O[C@@H]1[C@H](O[C@H]([C@@H]([C@H]1OC(C)=O)OC(C)=O)C1=CC(=C(C=C1)CO[Si](C(C)C)(C(C)C)C(C)C)C(O[Si](C(C)C)(C(C)C)C(C)C)C1=CC=C(C=C1)CC)COC(C)=O ((2R,3R,4R,5S,6S)-2-(acetoxymethyl)-6-(3-((4-ethylphenyl)(triisopropyl silyloxy)methyl)-4-((triisopropylsilyloxy)methyl)phenyl)tetrahydro-2H-pyran-3,4,5-triyl triacetate), [F-].C(CCC)[N+](CCCC)(CCCC)CCCC (tetrabutylammonium fluoride). Procedure details: Step 4) To a solution of compound 149 (870 mg, 0.98 mmol) in tetrahydrofuran (10.0 mL) was slowly added tetrabutylammonium fluoride solution (5.0 mL, 1.0M in tetrahydrofuran) at 0° C. and the reaction mixture was stirred for 2 h. The resulting mixture was quenched with sat. NH4Cl solution, diluted with EtOAc and washed with brine. The organic layer was dried over MgSO4, filtered, and concentrated in vacuo. The crude was purified by silica gel column chromatography to provide (2R,3R,4R,5S,6S)-2-(... Product: C(C)(=O)O[C@@H]1[C@H](O[C@H]([C@@H]([C@H]1OC(C)=O)OC(C)=O)C1=CC(=C(C=C1)CO)C(O)C1=CC=C(C=C1)CC)COC(C)=O ((2R,3R,4R,5S,6S)-2-(acetoxymethyl)-6-(3-((4-ethylphenyl)(hydroxy)methyl)-4-(hydroxymethyl)phenyl)tetrahydro-2H-pyran-3,4,5-triyl triacetate). Run at time 2 hour. The reactants are FC=1C=C2C(CN(C2=CC1S(=O)(=O)N1CCCC1)C(C)=O)(C)C (1-[5-Fluoro-3,3-dimethyl-6-(pyrrolidine-1-sulfonyl)-2,3-dihydro-indol-1-yl]-ethanone), Cl (hydrochloric acid). Yields the product FC=1C=C2C(CNC2=CC1S(=O)(=O)N1CCCC1)(C)C (5-Fluoro-3,3-dimethyl-6-(pyrrolidine-1-sulfonyl)-2,3-dihydro-1H-indole). The yield is 57.9%. As a reaction SMILES: [F:1][C:2]1[CH:3]=[C:4]2[C:8](=[CH:9][C:10]=1[S:11]([N:14]1[CH2:18][CH2:17][CH2:16][CH2:15]1)(=[O:13])=[O:12])[N:7](C(=O)C)[CH2:6][C:5]2([CH3:23])[CH3:22].Cl>>[F:1][C:2]1[CH:3]=[C:4]2[C:8](=[CH:9][C:10]=1[S:11]([N:14]1[CH2:18][CH2:17][CH2:16][CH2:15]1)(=[O:12])=[O:13])[NH:7][CH2:6][C:5]2([CH3:23])[CH3:22]. Reported procedure: The title compound was prepared by treating 1-[5-Fluoro-3,3-dimethyl-6-(pyrrolidine-1-sulfonyl)-2,3-dihydro-indol-1-yl]-ethanone (287 mg, 0.84 mmol) with hydrochloric acid (5 M, 1.7 mL) following similar methods to those described in Preparation 66 to give the title compound (145 mg) as a light brown oil. 1H NMR (DMSO-d6): 7.13 (1H, d), 6.79 (1H, d), 5.79 (1H, d), 3.25 (2H, s), 3.23-3.11 (4H, m), 1.83-1.68 (4H, m), 1.25 (6H, s). Starting materials: C(=O)([O-])[O-].[K+].[K+] (K2CO3), ClC=1C(=CC2=C(NC(=N2)CCC2CC(C2)N(C(C)C)C[C@H]2C[C@H]([C@H]3[C@@H]2OC(O3)(C)C)N3C=CC2=C3N=CN=C2NCC2=C(C=C(C=C2)OC)OC)C1)C(F)(F)F (7-((3aS,4R,6R,6aR)-6-(((3-(2-(6-chloro-5-(trifluoromethyl)-1H-benzo[d]imidazol-2-yl)ethyl)cyclobutyl)(isopropyl)amino)methyl)-2,2-dimethyltetrahydro-3aH-cyclopenta[d][1,3]dioxol-4-yl)-N-(2,4-dimethoxybenzyl)-7H-pyrrolo[2,3-d]pyrimidin-4-amine). The reagents and catalysts are O (water). Solvent: FC(C(=O)O)(F)F (Trifluoroacetic Acid), O (Water). Run at temperature 0 celsius, time 30 minute. Product: NC=1C2=C(N=CN1)N(C=C2)[C@H]2[C@@H]([C@@H]([C@H](C2)CN(C(C)C)C2CC(C2)CCC2=NC1=C(N2)C=C(C(=C1)C(F)(F)F)Cl)O)O ((1R,2S,3R,5R)-3-(4-amino-7H-pyrrolo[2,3-d]pyrimidin-7-yl)-5-(((3-(2-(6-chloro-5-(trifluoromethyl)-1H-benzo[d]imidazol-2-yl)ethyl)cyclobutyl)(isopropyl)amino)methyl)cyclopentane-1,2-diol). RXN SMILES: [Cl:1][C:2]1[C:3]([C:53]([F:56])([F:55])[F:54])=[CH:4][C:5]2[N:9]=[C:8]([CH2:10][CH2:11][CH:12]3[CH2:15][CH:14]([N:16]([CH2:20][C@@H:21]4[C@H:25]5[O:26]C(C)(C)[O:28][C@H:24]5[C@H:23]([N:31]5[C:35]6[N:36]=[CH:37][N:38]=[C:39]([NH:40]CC7C=CC(OC)=CC=7OC)[C:34]=6[CH:33]=[CH:32]5)[CH2:22]4)[CH:17]([CH3:19])[CH3:18])[CH2:13]3)[NH:7][C:6]=2[CH:52]=1.C([O-])([O-])=O.[K+].[K+]>FC(F)(F)C(O)=O.O>[NH2:40][C:39]1[C:34]2[CH:33]=[CH:32][N:31]([C@@H:23]3[CH2:22][C@H:21]([CH2:20][N:16]([CH:14]4[CH2:13][CH:12]([CH2:11][CH2:10][C:8]5[NH:7][C:6]6[CH:52]=[C:2]([Cl:1])[C:3]([C:53]([F:55])([F:54])[F:56])=[CH:4][C:5]=6[N:9]=5)[CH2:15]4)[CH:17]([CH3:19])[CH3:18])[C@@H:25]([OH:26])[C@H:24]3[OH:28])[C:35]=2[N:36]=[CH:37][N:38]=1 |f:1.2.3|. Reported procedure: 7-((3aS,4R,6R,6aR)-6-(((3-(2-(6-chloro-5-(trifluoromethyl)-1H-benzo[d]imidazol-2-yl)ethyl)cyclobutyl)(isopropyl)amino)methyl)-2,2-dimethyltetrahydro-3aH-cyclopenta[d][1,3]dioxol-4-yl)-N-(2,4-dimethoxybenzyl)-7H-pyrrolo[2,3-d]pyrimidin-4-amine (525 mg, 0.683 mmol) was dissolved in a mixture of Trifluoroacetic Acid (9 ml) and Water (1 ml) which had been pre-cooled at 0° C. in an ice bath. The solution was stirred at 0° C. for 30 minutes, then warmed to RT. After 4 h at RT, the mixture was concentr... Starting materials: C1(CCCCCC1)=NO (cycloheptanone oxime), ClC1=C(C=C(C=C1)C=1CCN(CC1)CCCC(=O)OCC)F (ethyl 4-(4-(4-chloro-3-fluorophenyl)-1,2,3,6-tetrahydropyridin-1-yl)-n-butyrate). Product: ClC1=C(C=C(C=C1)C=1CCN(CC1)CCCC1=C2C(=NO1)CCCCC2)F (3-(3-(4-(4-chloro-3-fluorophenyl)-1,2,3,6-tetrahydropyridin-1-yl)propyl)-5,6,7,8-tetrahydro-4H-cyclohepta[c]isoxazole). As a reaction SMILES: [C:1]1(=[N:8][OH:9])[CH2:7][CH2:6][CH2:5][CH2:4][CH2:3][CH2:2]1.[Cl:10][C:11]1[CH:16]=[CH:15][C:14]([C:17]2[CH2:18][CH2:19][N:20]([CH2:23][CH2:24][CH2:25][C:26](OCC)=O)[CH2:21][CH:22]=2)=[CH:13][C:12]=1[F:31]>>[Cl:10][C:11]1[CH:16]=[CH:15][C:14]([C:17]2[CH2:22][CH2:21][N:20]([CH2:23][CH2:24][CH2:25][C:26]3[O:9][N:8]=[C:1]4[CH2:7][CH2:6][CH2:5][CH2:4][CH2:3][C:2]=34)[CH2:19][CH:18]=2)=[CH:13][C:12]=1[F:31]. Procedure: By the same reaction and treatment as in Example 48 using cycloheptanone oxime and ethyl 4-(4-(4-chloro-3-fluorophenyl)-1,2,3,6-tetrahydropyridin-1-yl)-n-butyrate, 3-(3-(4-(4-chloro-3-fluorophenyl)-1,2,3,6-tetrahydropyridin-1-yl)propyl)-5,6,7,8-tetrahydro-4H-cyclohepta[c]isoxazole is obtained. Starting materials: F[B-](F)(F)F, C[O+](C)C, CCOC(C)=O, COC(=O)c1c(Cl)ccc2n[nH]cc12, O. The product is COC(=O)c1c(Cl)ccc2nn(C)cc12. As a reaction SMILES: [B-:15]([F:16])([F:17])([F:18])[F:19].[CH3:20][O+:21]([CH3:22])[CH3:23].[CH3:24][CH2:25][O:26][C:27](=[O:28])[CH3:29].[Cl:1][c:2]1[c:3]([C:11](=[O:12])[O:13][CH3:14])[c:4]2[cH:5][nH:6][n:7][c:8]2[cH:9][cH:10]1.[OH2:30]>>[Cl:1][c:2]1[c:3]([C:11](=[O:12])[O:13][CH3:14])[c:4]2[cH:5][n:6]([CH3:20])[n:7][c:8]2[cH:9][cH:10]1. Starting materials: C1(=CC=CS1)C(=O)C1=CC=C(C(C(=O)O)C)C=C1 (p-(2-thenoyl)hydratropic acid), S(=O)(Cl)Cl (thionyl chloride). Run in C1=CC=CC=C1 (benzene). The product is C1(=CC=CS1)C(=O)C1=CC=C(C(C(=O)Cl)C)C=C1 (p-(2-thenoyl)hydratropoyl chloride). As a reaction SMILES: [C:1]1([C:6]([C:8]2[CH:18]=[CH:17][C:11]([CH:12]([CH3:16])[C:13](O)=[O:14])=[CH:10][CH:9]=2)=[O:7])[S:5][CH:4]=[CH:3][CH:2]=1.S(Cl)([Cl:21])=O>C1C=CC=CC=1>[C:1]1([C:6]([C:8]2[CH:18]=[CH:17][C:11]([CH:12]([CH3:16])[C:13]([Cl:21])=[O:14])=[CH:10][CH:9]=2)=[O:7])[S:5][CH:4]=[CH:3][CH:2]=1. Reported procedure: A mixture of 5.2 parts of p-(2-thenoyl)hydratropic acid, 4.8 parts of thionyl chloride and 32 parts of anhydrous benzene is stirred and refluxed for 3h. 30. The reaction mixture is evaporated and the residue is evaporated once more from benzene, yielding p-(2-thenoyl)hydratropoyl chloride as a residue.